From a dataset of the Open Reaction Database (ORD), a public repository of structured organic reaction records. describe an organic reaction: reactants, conditions, products, and yield Starting materials: N(=[N+]=[N-])C=1C=C(C(=O)O)C=CC1C (3-azido-4-methyl benzoic acid), NC=1C(=C(C=C(C1)C(C)(C)C)NS(=O)(=O)C)C (N-(3-Amino-5-tert-butyl-2-methyl-phenyl)-methanesulfonamide), N(=[N+]=[N-])C=1C=C(C(=O)NC2=C(C(=CC(=C2)C(C)(C)C)NS(=O)(=O)C)OC)C=CC1C (3-azido-N-(5-tert-butyl-3-methanesulfonylamino-2-methoxy-phenyl)-4-methyl-benzamide). The product is N(=[N+]=[N-])C=1C=C(C(=O)NC2=C(C(=CC(=C2)C(C)(C)C)NS(=O)(=O)C)C)C=CC1C (3-Azido-N-(5-tert-butyl-3-methanesulfonylamino-2-methyl-phenyl)-4-methyl-benzamide). As a reaction SMILES: [N:1]([C:4]1[CH:5]=[C:6]([CH:10]=[CH:11][C:12]=1[CH3:13])[C:7]([OH:9])=O)=[N+:2]=[N-:3].[NH2:14][C:15]1[C:16]([CH3:30])=[C:17]([NH:25][S:26]([CH3:29])(=[O:28])=[O:27])[CH:18]=[C:19]([C:21]([CH3:24])([CH3:23])[CH3:22])[CH:20]=1.N(C1C=C(C=CC=1C)C(NC1C=C(C(C)(C)C)C=C(NS(C)(=O)=O)C=1OC)=O)=[N+]=[N-]>>[N:1]([C:4]1[CH:5]=[C:6]([CH:10]=[CH:11][C:12]=1[CH3:13])[C:7]([NH:14][C:15]1[CH:20]=[C:19]([C:21]([CH3:23])([CH3:24])[CH3:22])[CH:18]=[C:17]([NH:25][S:26]([CH3:29])(=[O:28])=[O:27])[C:16]=1[CH3:30])=[O:9])=[N+:2]=[N-:3]. Reported procedure: 3-Azido-N-(5-tert-butyl-3-methanesulfonylamino-2-methyl-phenyl)-4-methyl-benzamide was prepared from 3-azido-4-methyl benzoic acid (U.S. Ser. No. 04/102,492) and N-(3-Amino-5-tert-butyl-2-methyl-phenyl)-methanesulfonamide in the same manner as 3-azido-N-(5-tert-butyl-3-methanesulfonylamino-2-methoxy-phenyl)-4-methyl-benzamide (Example 15). Starting materials: CI, COCCOC, O=C(c1cc(C(F)(F)F)cc(C(F)(F)F)c1)N1CCC2(CC1)C(=O)NCN2c1ccccc1Cl, [H-], [Na+], O. Yields the product CN1CN(c2ccccc2Cl)C2(CCN(C(=O)c3cc(C(F)(F)F)cc(C(F)(F)F)c3)CC2)C1=O. RXN SMILES: [CH3:37][I:38].[CH3:40][O:41][CH2:42][CH2:43][O:44][CH3:45].[F:1][C:2]([c:3]1[cH:4][c:5]([C:6](=[O:7])[N:8]2[CH2:9][CH2:10][C:11]3([C:12](=[O:23])[NH:13][CH2:14][N:15]3[c:16]3[c:17]([Cl:22])[cH:18][cH:19][cH:20][cH:21]3)[CH2:24][CH2:25]2)[cH:26][c:27]([C:29]([F:30])([F:31])[F:32])[cH:28]1)([F:33])[F:34].[H-:35].[Na+:36].[OH2:39]>>[F:1][C:2]([c:3]1[cH:4][c:5]([C:6](=[O:7])[N:8]2[CH2:9][CH2:10][C:11]3([C:12](=[O:23])[N:13]([CH3:37])[CH2:14][N:15]3[c:16]3[c:17]([Cl:22])[cH:18][cH:19][cH:20][cH:21]3)[CH2:24][CH2:25]2)[cH:26][c:27]([C:29]([F:30])([F:31])[F:32])[cH:28]1)([F:33])[F:34]. Yield: 86.1%. As a reaction SMILES: Br[C:2]1[CH:7]=[CH:6][C:5]2[O:8][CH2:9][O:10][C:4]=2[CH:3]=1.[CH2:11]([NH:17]C1C=CC=CC=1)[C:12]1[O:16][CH:15]=[CH:14][CH:13]=1>>[CH2:9]1[O:8][C:5]2[CH:6]=[CH:7][C:2]([NH:17][CH2:11][C:12]3[O:16][CH:15]=[CH:14][CH:13]=3)=[CH:3][C:4]=2[O:10]1. Procedure: Using the general procedure, 4-bromo-1,2-(methylenedioxy)benzene (120 μL, 1.0 mmol) was coupled with furfurylaniline (132 μL, 1.5 mmol). Purification of the crude product by column chromatography on silica gel using hexane/ethyl acetate (8:1) as eluent afforded the desired product as a colorless oil (187 mg, 87% yield). Rf=0.5 (hexane/ethyl acetate=5:1). Yields the product C1OC=2C=C(NCC3=CC=CO3)C=CC2O1 (3,4-(Methylenedioxy)-N-furfurylaniline). Starting materials: BrC1=CC2=C(C=C1)OCO2 (4-bromo-1,2-(methylenedioxy)benzene), C(C1=CC=CO1)NC1=CC=CC=C1 (furfurylaniline). Reactants: C1(=CC=CC=C1)C(CC)(O)CN(C)C (1-phenyl-1-dimethylaminomethyl-1-propanol), COC=1C=C(C=C(C1OC)OC)CCl (3,4,5-trimethoxy-α-chlorotoluene). Product: COC=1C=C(COC(CN(C)C)(CC)C2=CC=CC=C2)C=C(C1OC)OC (2-[(3,4,5-trimethoxy)benzyloxy]-2-phenyl-N,N-dimethyl-n-butylamine). As a reaction SMILES: [C:1]1([C:7]([CH2:11][N:12]([CH3:14])[CH3:13])([OH:10])[CH2:8][CH3:9])[CH:6]=[CH:5][CH:4]=[CH:3][CH:2]=1.[CH3:15][O:16][C:17]1[CH:18]=[C:19]([CH2:27]Cl)[CH:20]=[C:21]([O:25][CH3:26])[C:22]=1[O:23][CH3:24]>>[CH3:26][O:25][C:21]1[CH:20]=[C:19]([CH:18]=[C:17]([O:16][CH3:15])[C:22]=1[O:23][CH3:24])[CH2:27][O:10][C:7]([C:1]1[CH:6]=[CH:5][CH:4]=[CH:3][CH:2]=1)([CH2:8][CH3:9])[CH2:11][N:12]([CH3:14])[CH3:13]. Procedure: Prepared according to the process described in Example 3 from 1-phenyl-1-dimethylaminomethyl-1-propanol and from 3,4,5-trimethoxy-α-chlorotoluene. Starting materials: CC(=O)O[BH-](OC(C)=O)OC(C)=O, CCCC(=O)CCC, ClCCl, CCCCCOc1cc(C(=O)NC(Cc2ccccc2)C(O)CN)cc(N2CCCC2=O)c1, [Na+]. Yields the product CCCCCOc1cc(C(=O)NC(Cc2ccccc2)C(O)CNC(CCC)CCC)cc(N2CCCC2=O)c1. RXN SMILES: [C:34]([O:35][BH-:36]([O:37][C:38](=[O:39])[CH3:40])[O:41][C:42](=[O:43])[CH3:44])(=[O:45])[CH3:46].[CH3:48][CH2:49][CH2:50][C:51]([CH2:52][CH2:53][CH3:54])=[O:55].[Cl:56][CH2:57][Cl:58].[NH2:1][CH2:2][CH:3]([CH:4]([CH2:5][c:6]1[cH:7][cH:8][cH:9][cH:10][cH:11]1)[NH:12][C:13]([c:14]1[cH:15][c:16]([N:26]2[C:27](=[O:31])[CH2:28][CH2:29][CH2:30]2)[cH:17][c:18]([O:20][CH2:21][CH2:22][CH2:23][CH2:24][CH3:25])[cH:19]1)=[O:32])[OH:33].[Na+:47]>>[NH:1]([CH2:2][CH:3]([CH:4]([CH2:5][c:6]1[cH:7][cH:8][cH:9][cH:10][cH:11]1)[NH:12][C:13]([c:14]1[cH:15][c:16]([N:26]2[C:27](=[O:31])[CH2:28][CH2:29][CH2:30]2)[cH:17][c:18]([O:20][CH2:21][CH2:22][CH2:23][CH2:24][CH3:25])[cH:19]1)=[O:32])[OH:33])[CH:51]([CH2:50][CH2:49][CH3:48])[CH2:52][CH2:53][CH3:54]. Reactants: O1CCOC12CCC(CC2)OC2=CC(=NC(=N2)C(F)(F)F)C(C)=O (1-[6-(1,4-Dioxaspiro[4.5]dec-8-yloxy)-2-(trifluoromethyl)pyrimidin-4-yl]ethanone), O1CCCC1 (tetrahydrofuran), C[Mg]Br (methylmagnesium bromide), CCOCC (ether). Conditions: temperature -78 celsius, time 1 hour. The product is O1CCOC12CCC(CC2)OC2=CC(=NC(=N2)C(F)(F)F)C(C)(C)O (2-[6-(1,4-Dioxaspiro[4.5]dec-8-yloxy)-2-(trifluoromethyl)pyrimidin-4-yl]propan-2-ol). RXN SMILES: [O:1]1[C:5]2([CH2:10][CH2:9][CH:8]([O:11][C:12]3[N:17]=[C:16]([C:18]([F:21])([F:20])[F:19])[N:15]=[C:14]([C:22](=[O:24])[CH3:23])[CH:13]=3)[CH2:7][CH2:6]2)[O:4][CH2:3][CH2:2]1.O1CCC[CH2:26]1.C[Mg]Br.CCOCC>>[O:4]1[C:5]2([CH2:10][CH2:9][CH:8]([O:11][C:12]3[N:17]=[C:16]([C:18]([F:20])([F:21])[F:19])[N:15]=[C:14]([C:22]([OH:24])([CH3:26])[CH3:23])[CH:13]=3)[CH2:7][CH2:6]2)[O:1][CH2:2][CH2:3]1. Procedure details: 1-[6-(1,4-Dioxaspiro[4.5]dec-8-yloxy)-2-(trifluoromethyl)pyrimidin-4-yl]ethanone (0.21 g, 0.60 mmol) was dissolved in tetrahydrofuran (6.00 mL, 74.0 mmol) and was cooled to −78° C., then 3.0 M methylmagnesium bromide in ether (0.30 mL, 0.90 mmol) was added. The reaction was stirred at −78° C. for 1 hour at which time LCMS analysis showed that it was mostly done. The reaction was quenched with sat. NH4Cl and was transferred to a separatory funnel and partitioned between water and EtOAc, the phase... Starting materials: COC(COC1=C2C(C(=C(NC2=C(C=C1)F)CC)CC1=CC=C(C=C1)C(=O)N1CCCC1)=O)=O ({2-ethyl-8-fluoro-4-oxo-3-[4-(pyrrolidine-1-carbonyl)benzyl]-1,4-dihydroquinolin-5-yloxy}acetic acid methyl ester), CN(C=O)C (N,N-dimethylformamide), C([O-])([O-])=O.[K+].[K+] (potassium carbonate), ClC(F)(F)OC(C)=O (acetic acid chlorodifluoromethyl ester). Run in O (water). Conditions: temperature 80 celsius, time 17 hour. Product: COC(COC1=C2C(=C(C(=NC2=C(C=C1)F)CC)CC1=CC=C(C=C1)C(=O)N1CCCC1)OC(F)F)=O ({4-difluoromethoxy-2-ethyl-8-fluoro-3-[4-(pyrrolidine-1-carbonyl)benzyl]quinolin-5-yloxy}acetic Acid Methyl Ester). Reaction SMILES: [CH3:1][O:2][C:3](=[O:34])[CH2:4][O:5][C:6]1[CH:15]=[CH:14][C:13]([F:16])=[C:12]2[C:7]=1[C:8](=[O:33])[C:9]([CH2:19][C:20]1[CH:25]=[CH:24][C:23]([C:26]([N:28]3[CH2:32][CH2:31][CH2:30][CH2:29]3)=[O:27])=[CH:22][CH:21]=1)=[C:10]([CH2:17][CH3:18])[NH:11]2.CN(C)C=O.C(=O)([O-])[O-].[K+].[K+].Cl[C:47](OC(=O)C)([F:49])[F:48]>O>[CH3:1][O:2][C:3](=[O:34])[CH2:4][O:5][C:6]1[CH:15]=[CH:14][C:13]([F:16])=[C:12]2[C:7]=1[C:8]([O:33][CH:47]([F:49])[F:48])=[C:9]([CH2:19][C:20]1[CH:21]=[CH:22][C:23]([C:26]([N:28]3[CH2:29][CH2:30][CH2:31][CH2:32]3)=[O:27])=[CH:24][CH:25]=1)[C:10]([CH2:17][CH3:18])=[N:11]2 |f:2.3.4|. Procedure details: A mixture of {2-ethyl-8-fluoro-4-oxo-3-[4-(pyrrolidine-1-carbonyl)benzyl]-1,4-dihydroquinolin-5-yloxy}acetic acid methyl ester (0.25 g), N,N-dimethylformamide (5.0 mL), potassium carbonate (0.22 g) and acetic acid chlorodifluoromethyl ester (0.28 mL) was stirred at 80° C. for 17 hours. The mixture was cooled to room temperature, diluted with water and extracted with ethyl acetate. The combined extracts were dried over magnesium sulfate and the solvent removed under reduced pressure. Purification...